This data is from the Open Reaction Database (ORD), a public repository of structured organic reaction records. The task is: describe an organic reaction: reactants, conditions, products, and yield Reactants: CCC(=O)C1=CC=C(OCC(=O)OC)C=C1 (methyl 4-(2-methylacetyl)phenoxyacetate), N1=CC=C(C=C1)N1CCNCC1 (1-(4-pyridyl)piperazine). The solvent is C(C)#N (acetonitrile), C(C)#N (acetonitrile). Reaction conditions: time 8 hour. The product is N1=CC=C(C=C1)N1CCN(CC1)C(C(=O)C1=CC=C(OCC(=O)OC)C=C1)C (Methyl 4-[2-[4-(4-pyridyl)piperazin-1-yl]-2-methyl-acetyl]phenoxyacetate). RXN SMILES: [CH3:1][CH2:2][C:3]([C:5]1[CH:16]=[CH:15][C:8]([O:9][CH2:10][C:11]([O:13][CH3:14])=[O:12])=[CH:7][CH:6]=1)=[O:4].[N:17]1[CH:22]=[CH:21][C:20]([N:23]2[CH2:28][CH2:27][NH:26][CH2:25][CH2:24]2)=[CH:19][CH:18]=1>C(#N)C>[N:17]1[CH:22]=[CH:21][C:20]([N:23]2[CH2:24][CH2:25][N:26]([CH:2]([CH3:1])[C:3]([C:5]3[CH:16]=[CH:15][C:8]([O:9][CH2:10][C:11]([O:13][CH3:14])=[O:12])=[CH:7][CH:6]=3)=[O:4])[CH2:27][CH2:28]2)=[CH:19][CH:18]=1. Procedure details: A solution of RS methyl 4-(2-methylacetyl)phenoxyacetate (1.2 g) in acetonitrile (10 ml) was added dropwise over 30 minutes to a stirred solution of 1-(4-pyridyl)piperazine (1.3 g) in acetonitrile (30 ml) and the mixture stirred overnight. The mixture was then filtered and the filtrate evaporated to give an oil. Purification by flash chromatography, eluting first with dichloromethane then successively 2.5%, 3%, 4%, 5% and 10% v/v methanol/dichloromethane gave the title compound, 220 mg as a soli... The reactants are FC=1C(=NC(=NC1)C1=CN(C2=NC=C(C=C21)F)S(=O)(=O)C2=CC=C(C=C2)C)NC(CCO)C(C)(C)C (racemic 3-[[5-fluoro-2-[5-fluoro-1-(p-tolylsulfonyl)pyrrolo[2,3-b]pyridin-3-yl]pyrimidin-4-yl]amino]-4,4-dimethyl-pentan-1-ol), FC=1C(=NC(=NC1)C1=CN(C2=NC=C(C=C21)F)S(=O)(=O)C2=CC=C(C)C=C2)NC(CCO)C(C)(C)C ((+/−)-3-((5-fluoro-2-(5-fluoro-1-tosyl-1H-pyrrolo[2,3-b]pyridin-3-yl)pyrimidin-4-yl)amino)-4,4-dimethylpentan-1-ol), [N+](=O)([O-])C1=C(C=CC=C1)[Se]C#N ((2-nitrophenyl) selenocyanate), C(CCC)P(CCCC)CCCC (tributylphosphane). The solvent is C1CCOC1 (THF). Reaction conditions: time 8 hour. Product: CC(C(CC[Se]C1=C(C=CC=C1)[N+](=O)[O-])NC1=NC(=NC=C1F)C1=CN(C2=NC=C(C=C21)F)S(=O)(=O)C2=CC=C(C)C=C2)(C)C ((+/−)-N-(4,4-dimethyl-1-((2-nitrophenyl)selanyl)pentan-3-yl)-5-fluoro-2-(5-fluoro-1-tosyl-1H-pyrrolo[2,3-b]pyridin-3-yl)pyrimidin-4-amine). RXN SMILES: [F:1][C:2]1[C:3]([NH:28][CH:29]([C:33]([CH3:36])([CH3:35])[CH3:34])[CH2:30][CH2:31]O)=[N:4][C:5]([C:8]2[C:16]3[C:11](=[N:12][CH:13]=[C:14]([F:17])[CH:15]=3)[N:10]([S:18]([C:21]3[CH:26]=[CH:25][C:24]([CH3:27])=[CH:23][CH:22]=3)(=[O:20])=[O:19])[CH:9]=2)=[N:6][CH:7]=1.[N+:37]([C:40]1[CH:45]=[CH:44][CH:43]=[CH:42][C:41]=1[Se:46]C#N)([O-:39])=[O:38].C(P(CCCC)CCCC)CCC>C1COCC1>[CH3:36][C:33]([CH3:34])([CH3:35])[CH:29]([NH:28][C:3]1[C:2]([F:1])=[CH:7][N:6]=[C:5]([C:8]2[C:16]3[C:11](=[N:12][CH:13]=[C:14]([F:17])[CH:15]=3)[N:10]([S:18]([C:21]3[CH:26]=[CH:25][C:24]([CH3:27])=[CH:23][CH:22]=3)(=[O:20])=[O:19])[CH:9]=2)[N:4]=1)[CH2:30][CH2:31][Se:46][C:41]1[CH:42]=[CH:43][CH:44]=[CH:45][C:40]=1[N+:37]([O-:39])=[O:38]. Procedure details: To a solution of racemic 3-[[5-fluoro-2-[5-fluoro-1-(p-tolylsulfonyl)pyrrolo[2,3-b]pyridin-3-yl]pyrimidin-4-yl]amino]-4,4-dimethyl-pentan-1-ol, 82a, (1.093 g, 2.120 mmol) and (2-nitrophenyl) selenocyanate (0.722 g, 3.180 mmol) in THF (8 mL) was added tributylphosphane (0.792 mL, 3.180 mmol). The reaction mixture was stirred overnight and then concentrated under reduced pressure. The crude residue was purified by silica gel (0 to 100% EtOAc/Hexanes gradient) to afford 1.20 g of the desired produc... Starting materials: C(C)(C)(C)OC(=O)N1C(CN(CC1C)CC1=CC(=CC=C1)C1=NC(=NC=C1)Cl)C (4-[3-(2-Chloro-pyrimidin-4-yl)-benzyl]-2,6-dimethyl-piperazine-1-carboxylic acid tert-butyl ester), NCCC1=CC=C(C=C1)O (tyramine), 418. Procedure: Intermediate 142 was coupled with tyramine following procedure F. The resulting product was deprotected following procedure G2. LC-MS showed the product had the expected M+H+ of 418. 1H NMR (Varian 300 MHz, CD3OD, shifts relative to the solvent peak at 3.3 ppm) δ 8.67 (s, 1H) 8.56 (d, 1H)) 8.52 (d, 1H) 8.00 (d, 1H) 7.75 (t, 1H) 7.65 (d, 1H) 7.15 (d, 2H) 6.67 (d, 2H) 4.70 (s, 2H) 3.75 (d, 2H) 3.70 (d, 2H) 3.60-3.66 (m, 2H) 3.40 (t, 2H) 2.96 (t, 2H) 1.44 (d, 6H). Reaction SMILES: C(OC([N:8]1[CH:13]([CH3:14])[CH2:12][N:11]([CH2:15][C:16]2[CH:21]=[CH:20][CH:19]=[C:18]([C:22]3[CH:27]=[CH:26][N:25]=[C:24](Cl)[N:23]=3)[CH:17]=2)[CH2:10][CH:9]1[CH3:29])=O)(C)(C)C.[NH2:30][CH2:31][CH2:32][C:33]1[CH:38]=[CH:37][C:36]([OH:39])=[CH:35][CH:34]=1>>[CH3:29][CH:9]1[NH:8][CH:13]([CH3:14])[CH2:12][N:11]([CH2:15][C:16]2[CH:17]=[C:18]([C:22]3[CH:27]=[CH:26][N:25]=[C:24]([NH:30][CH2:31][CH2:32][C:33]4[CH:38]=[CH:37][C:36]([OH:39])=[CH:35][CH:34]=4)[N:23]=3)[CH:19]=[CH:20][CH:21]=2)[CH2:10]1. The product is CC1CN(CC(N1)C)CC=1C=C(C=CC1)C1=NC(=NC=C1)NCCC1=CC=C(C=C1)O (4-(2-{4-[3-(3,5-Dimethyl-piperazin-1-ylmethyl)-phenyl]-pyrimidin-2-ylamino}-ethyl)-phenol). Starting materials: N(=NC(=O)OCC)C(=O)OCC (diethyl azodicarboxylate), FC1=C(CN2C(NC(C(=C2)[N+](=O)[O-])=O)=O)C(=CC=C1)F (1-(2,6-difluoro-benzyl)-5-nitro-1H-pyrimidine-2,4-dione), C(C)(C)(C)OC(N[C@@H](CO)C1=CC=CC=C1)=O (((R)-2-hydroxy-1-phenyl-ethyl)-carbamic acid tert-butyl ester), C1(=CC=CC=C1)P(C1=CC=CC=C1)C1=CC=CC=C1 (triphenylphosphine). The solvent is O1CCCC1 (tetrahydrofuran). Conditions: time 4 hour. Product: C(C)(C)(C)OC(N[C@@H](CN1C(N(C=C(C1=O)[N+](=O)[O-])CC1=C(C=CC=C1F)F)=O)C1=CC=CC=C1)=O ({(R)-2-[3-(2,6-difluoro-benzyl)-5-nitro-2,6-dioxo-3,6-dihydro-2H-pyrimidin-1-yl]-1-phenyl-ethyl}-carbamic acid tert-butyl ester). The yield is 46.0%. As a reaction SMILES: [F:1][C:2]1[CH:19]=[CH:18][CH:17]=[C:16]([F:20])[C:3]=1[CH2:4][N:5]1[CH:10]=[C:9]([N+:11]([O-:13])=[O:12])[C:8](=[O:14])[NH:7][C:6]1=[O:15].[C:21]([O:25][C:26](=[O:37])[NH:27][C@H:28]([C:31]1[CH:36]=[CH:35][CH:34]=[CH:33][CH:32]=1)[CH2:29]O)([CH3:24])([CH3:23])[CH3:22].C1(P(C2C=CC=CC=2)C2C=CC=CC=2)C=CC=CC=1.N(C(OCC)=O)=NC(OCC)=O>O1CCCC1>[C:21]([O:25][C:26](=[O:37])[NH:27][C@H:28]([C:31]1[CH:32]=[CH:33][CH:34]=[CH:35][CH:36]=1)[CH2:29][N:7]1[C:8](=[O:14])[C:9]([N+:11]([O-:13])=[O:12])=[CH:10][N:5]([CH2:4][C:3]2[C:2]([F:1])=[CH:19][CH:18]=[CH:17][C:16]=2[F:20])[C:6]1=[O:15])([CH3:22])([CH3:23])[CH3:24]. Reported procedure: 1-(2,6-difluoro-benzyl)-5-nitro-1H-pyrimidine-2,4-dione (82 mg, 0.29 mmol), ((R)-2-hydroxy-1-phenyl-ethyl)-carbamic acid tert-butyl ester (69 mg, 0.29 mmol), and triphenylphosphine (114 mg, 0.44 mmol) were dissolved in anhydrous tetrahydrofuran (2 mL). To this solution was added diethyl azodicarboxylate (200 μl, 0.44 mmol), followed by stirring at room temperature for 4 hrs. The solution was concentrated, after which the residue was purified using silica gel chromatography (eluent: hexane/ethyl ... Reactants: CC(C)(C)OC(=O)N1CCC(CN2CCCC2)CC1, Cl, C1COCCO1. Product: C1CCN(CC2CCNCC2)C1. Reaction SMILES: [C:1]([O:2][C:3](=[O:4])[N:8]1[CH2:9][CH2:10][CH:11]([CH2:14][N:15]2[CH2:16][CH2:17][CH2:18][CH2:19]2)[CH2:12][CH2:13]1)([CH3:5])([CH3:6])[CH3:7].[ClH:20].[O:21]1[CH2:22][CH2:23][O:24][CH2:25][CH2:26]1>>[NH:8]1[CH2:9][CH2:10][CH:11]([CH2:14][N:15]2[CH2:16][CH2:17][CH2:18][CH2:19]2)[CH2:12][CH2:13]1. Reactants: Cc1cccc(Cl)c1C(=O)O, COC(=O)C(N)Cc1ccc(-c2c(OC)c3ccccc3n(C)c2=O)cc1. The product is COC(=O)C(Cc1ccc(-c2c(OC)c3ccccc3n(C)c2=O)cc1)NC(=O)c1c(C)cccc1Cl. Reaction SMILES: [Cl:28][c:29]1[c:30]([C:31](=[O:32])[OH:33])[c:34]([CH3:38])[cH:35][cH:36][cH:37]1.[NH2:1][CH:2]([C:3](=[O:4])[O:5][CH3:6])[CH2:7][c:8]1[cH:9][cH:10][c:11](-[c:14]2[c:15](=[O:27])[n:16]([CH3:26])[c:17]3[cH:18][cH:19][cH:20][cH:21][c:22]3[c:23]2[O:24][CH3:25])[cH:12][cH:13]1>>[NH:1]([CH:2]([C:3](=[O:4])[O:5][CH3:6])[CH2:7][c:8]1[cH:9][cH:10][c:11](-[c:14]2[c:15](=[O:27])[n:16]([CH3:26])[c:17]3[cH:18][cH:19][cH:20][cH:21][c:22]3[c:23]2[O:24][CH3:25])[cH:12][cH:13]1)[C:31]([c:30]1[c:29]([Cl:28])[cH:37][cH:36][cH:35][c:34]1[CH3:38])=[O:32]. Starting materials: C(C)(=O)NC1=CC=C(S(=O)(=O)Cl)C=C1 (N-acetylsulfanilyl chloride), [Cl-].[Al+3].[Cl-].[Cl-] (aluminum chloride), Cl (hydrogen chloride). The solvent is ClC1=CC=CC=C1 (p-chlorobenzene). Yields the product ClC1=CC=C(C=C1)S(=O)(=O)C1=CC=C(NC(C)=O)C=C1 (4'-(p-chlorophenylsulfonyl)acetanilide). Isolated yield 41.6%. Reaction SMILES: [C:1]([NH:4][C:5]1[CH:14]=[CH:13][C:8]([S:9](Cl)(=[O:11])=[O:10])=[CH:7][CH:6]=1)(=[O:3])[CH3:2].[Cl-:15].[Al+3].[Cl-].[Cl-].Cl>ClC1C=CC=CC=1>[Cl:15][C:5]1[CH:14]=[CH:13][C:8]([S:9]([C:8]2[CH:13]=[CH:14][C:5]([NH:4][C:1](=[O:3])[CH3:2])=[CH:6][CH:7]=2)(=[O:11])=[O:10])=[CH:7][CH:6]=1 |f:1.2.3.4|. Procedure details: A mixture of 70.1 g of N-acetylsulfanilyl chloride and 60 g of aluminum chloride in 200 ml of p-chlorobenzene was heated until the evolution of hydrogen chloride ceased and then refluxed for 2 hours. The chlorobenzene was removed by decantation and the residue diluted with ether. The resulting gummy solid was recovered by filtration and treated with dilute hydrochloric acid and ethanol. The resulting solid was collected, dissolved in hot ethanol and concentrated, giving 19.31 g of the desired pr...